This data is from the Open Reaction Database (ORD), a public repository of structured organic reaction records. The task is: describe an organic reaction: reactants, conditions, products, and yield The reactants are CC(CCCCCCCCC)NC(C=C(C1=CC=C(C=C1)[N+](=O)[O-])C1=CC=CC=C1)=O (N-(1-methyldecyl)-3-phenyl-3-(4-nitrophenyl)propenamide). Reagents/catalysts: [Fe] (iron). Solvent: C(C)(=O)O (acetic acid). Product: CC(CCCCCCCCC)NC(C=C(C1=CC=C(C=C1)N)C1=CC=CC=C1)=O (N-(1-Methyldecyl)-3-phenyl-3-(4-aminophenyl)propenamide). Reaction SMILES: [CH3:1][CH:2]([NH:12][C:13](=[O:31])[CH:14]=[C:15]([C:25]1[CH:30]=[CH:29][CH:28]=[CH:27][CH:26]=1)[C:16]1[CH:21]=[CH:20][C:19]([N+:22]([O-])=O)=[CH:18][CH:17]=1)[CH2:3][CH2:4][CH2:5][CH2:6][CH2:7][CH2:8][CH2:9][CH2:10][CH3:11]>C(O)(=O)C.[Fe]>[CH3:1][CH:2]([NH:12][C:13](=[O:31])[CH:14]=[C:15]([C:25]1[CH:30]=[CH:29][CH:28]=[CH:27][CH:26]=1)[C:16]1[CH:21]=[CH:20][C:19]([NH2:22])=[CH:18][CH:17]=1)[CH2:3][CH2:4][CH2:5][CH2:6][CH2:7][CH2:8][CH2:9][CH2:10][CH3:11]. Reported procedure: Reduction of 6.4 g. of N-(1-methyldecyl)-3-phenyl-3-(4-nitrophenyl)propenamide with 4.2 g. of iron powder in glacial acetic acid, according to the procedure of Preparation 25, afforded the title compound as an oil. This product was chromatographed on 220 g. of silica gel, eluting with 1:1 ethyl acetate-hexane containing 2% triethylamine. This gave 2.0 g. of trans-N-(1-methyldecyl)-3-phenyl-3-(4-aminophenyl)propenamide and 2.5 g. of cis-N-(1-methyldecyl)-3-phenyl-3-(4-aminophenyl)propenamide. The... Procedure: Following the procedure for Example 86, 2-(6,8-Difluoro-1,2,3,4-tetrahydro-naphthalen-2-ylamino)-pentanoic acid (diastereomer 2) was reacted with 1-[1,1-Dimethyl-2-(4-methyl-piperazin-1-yl)-ethyl]-1H-imidazol-4-ylamine to afford the title compound: C13 NMR (100 MHz, CDCl3) 14.2, 19.5, 25.8, 25.9, 28.2, 28.9, 29.7, 36.5, 46.1, 52.9, 55.0, 55.7, 59.0, 60.9, 68.2, 101.1, 101.3, 104.5, 110.9, 131.3, 137.3, 172.3; MS m/z 503.3 (M+1). RXN SMILES: [F:1][C:2]1[CH:3]=[C:4]2[C:9](=[C:10]([F:12])[CH:11]=1)[CH2:8][CH:7]([NH:13][CH:14]([CH2:18][CH2:19][CH3:20])[C:15]([OH:17])=O)[CH2:6][CH2:5]2.[CH3:21][C:22]([N:32]1[CH:36]=[C:35]([NH2:37])[N:34]=[CH:33]1)([CH3:31])[CH2:23][N:24]1[CH2:29][CH2:28][N:27]([CH3:30])[CH2:26][CH2:25]1>>[CH3:31][C:22]([N:32]1[CH:36]=[C:35]([NH:37][C:15](=[O:17])[CH:14]([NH:13][CH:7]2[CH2:6][CH2:5][C:4]3[C:9](=[C:10]([F:12])[CH:11]=[C:2]([F:1])[CH:3]=3)[CH2:8]2)[CH2:18][CH2:19][CH3:20])[N:34]=[CH:33]1)([CH3:21])[CH2:23][N:24]1[CH2:25][CH2:26][N:27]([CH3:30])[CH2:28][CH2:29]1. The reactants are FC=1C=C2CCC(CC2=C(C1)F)NC(C(=O)O)CCC (2-(6,8-Difluoro-1,2,3,4-tetrahydro-naphthalen-2-ylamino)-pentanoic acid), CC(CN1CCN(CC1)C)(C)N1C=NC(=C1)N (1-[1,1-Dimethyl-2-(4-methyl-piperazin-1-yl)-ethyl]-1H-imidazol-4-ylamine). Yields the product CC(CN1CCN(CC1)C)(C)N1C=NC(=C1)NC(C(CCC)NC1CC2=C(C=C(C=C2CC1)F)F)=O (2-(6,8-Difluoro-1,2,3,4-tetrahydro-naphthalen-2-ylamino)-pentanoic acid {1-[1,1-dimethyl-2-(4-methyl-piperazin-1-yl)-ethyl]-1H-imidazol-4-yl}-amide). Reactants: CO, [Na+], C1CCOC1, [OH-], COC(=O)CCc1ccc(OCc2cccc(-c3c(C)cc(O)cc3C)c2)cc1. Product: Cc1cc(O)cc(C)c1-c1cccc(COc2ccc(CCC(=O)O)cc2)c1. As a reaction SMILES: [CH3:32][OH:33].[Na+:31].[O:34]1[CH2:35][CH2:36][CH2:37][CH2:38]1.[OH-:30].[OH:1][c:2]1[cH:3][c:4]([CH3:29])[c:5](-[c:9]2[cH:10][c:11]([CH2:15][O:16][c:17]3[cH:18][cH:19][c:20]([CH2:23][CH2:24][C:25](=[O:26])[O:27][CH3:28])[cH:21][cH:22]3)[cH:12][cH:13][cH:14]2)[c:6]([CH3:8])[cH:7]1>>[OH:1][c:2]1[cH:3][c:4]([CH3:29])[c:5](-[c:9]2[cH:10][c:11]([CH2:15][O:16][c:17]3[cH:18][cH:19][c:20]([CH2:23][CH2:24][C:25](=[O:26])[OH:27])[cH:21][cH:22]3)[cH:12][cH:13][cH:14]2)[c:6]([CH3:8])[cH:7]1. The reactants are C(C)(C)(C)OC(COC1=NC=C(C=N1)Br)=O ((5-Bromo-pyrimidin-2-yloxy)-acetic acid tert-butyl ester), FC1=C(C=CC=C1)B(O)O (2-fluorophenylboronic acid), C1(=CC=CC=C1)P(C1=CC=CC=C1)C1=CC=CC=C1 (triphenylphosphine), C([O-])([O-])=O.[Na+].[Na+] (sodium carbonate). The reagents and catalysts are C(C)(=O)[O-].[Pd+2].C(C)(=O)[O-] (palladium acetate). Solvent: C1(=CC=CC=C1)C (toluene). Yields the product C(C)(C)(C)OC(COC1=NC=C(C=N1)C1=C(C=CC=C1)F)=O ([5-(2-Fluoro-phenyl)-pyrimidin-2-yloxy]-acetic acid tert-butyl ester). As a reaction SMILES: [C:1]([O:5][C:6](=[O:16])[CH2:7][O:8][C:9]1[N:14]=[CH:13][C:12](Br)=[CH:11][N:10]=1)([CH3:4])([CH3:3])[CH3:2].[F:17][C:18]1[CH:23]=[CH:22][CH:21]=[CH:20][C:19]=1B(O)O.C1(P(C2C=CC=CC=2)C2C=CC=CC=2)C=CC=CC=1.C(=O)([O-])[O-].[Na+].[Na+]>C1(C)C=CC=CC=1.C([O-])(=O)C.[Pd+2].C([O-])(=O)C>[C:1]([O:5][C:6](=[O:16])[CH2:7][O:8][C:9]1[N:14]=[CH:13][C:12]([C:19]2[CH:20]=[CH:21][CH:22]=[CH:23][C:18]=2[F:17])=[CH:11][N:10]=1)([CH3:4])([CH3:3])[CH3:2] |f:3.4.5,7.8.9|. Procedure: 500 mg (1.73 mmol) of (5-bromo-pyrimidin-2-yloxy)-acetic acid tert -butyl ester from step (a), 190.4 mg (2.07 mmol) of 2-fluorophenylboronic acid, 19.4 mg (0.086 mmol) of palladium acetate, 45.4 mg (0.17 mmol) of triphenylphosphine and 1.07 ml of an aqueous 1 M sodium carbonate solution in 40 ml of toluene were heated under reflux for 8 h. After cooling, the mixture was poured onto water and extracted with ethyl acetate. The combined organic phases were dried and evaporated. Yield: 335 mg.